This data is from the Open Reaction Database (ORD), a public repository of structured organic reaction records. The task is: describe an organic reaction: reactants, conditions, products, and yield Reactants: CSC, Cl[Cu], CCCCON=O, Cc1cccc(N)c1C1=NOCC1. Product: CSc1cccc(C)c1C1=NOCC1. Reaction SMILES: [CH3:21][S:22][CH3:23].[Cl:24][Cu:25].[N:14]([O:15][CH2:16][CH2:17][CH2:18][CH3:19])=[O:20].[O:1]1[N:2]=[C:3]([c:6]2[c:7]([NH2:8])[cH:9][cH:10][cH:11][c:12]2[CH3:13])[CH2:4][CH2:5]1>>[O:1]1[N:2]=[C:3]([c:6]2[c:7]([S:22][CH3:21])[cH:9][cH:10][cH:11][c:12]2[CH3:13])[CH2:4][CH2:5]1. Procedure: Trimethylsilyl azide (25 g) and dibutyltin oxide (8.8 g) were added to a solution of 4-cyanobenzaldehyde (13 g) in toluene (200 ml). The reaction was stirred with warming to 50° C. over 1 hr, and then warmed to 96° C. over 30 minutes and maintained at that temperature for 3 hours. The solvent was evaporated in vacuo to afford an orange oil which was purified by column chromatography over silica gel (ethyl acetate). The crude product was dissolved in refluxing toluene and allowed to cool with sti... Reaction SMILES: C[Si]([N:5]=[N+:6]=[N-:7])(C)C.C([Sn](=O)CCCC)CCC.[C:18]([C:20]1[CH:27]=[CH:26][C:23]([CH:24]=[O:25])=[CH:22][CH:21]=1)#[N:19].C(OCC)(=O)C>C1(C)C=CC=CC=1>[NH:5]1[C:18]([C:20]2[CH:27]=[CH:26][C:23]([CH:24]=[O:25])=[CH:22][CH:21]=2)=[N:19][N:7]=[N:6]1. The product is N1N=NN=C1C1=CC=C(C=O)C=C1 (4-(1H-1,2,3,4-tetraazol-5-yl)benzaldehyde). Run at temperature 50 celsius, time 1 hour. Solvent: C1(=CC=CC=C1)C (toluene). Reactants: C(C)(=O)OCC (ethyl acetate), C[Si](C)(C)N=[N+]=[N-] (Trimethylsilyl azide), C(CCC)[Sn](CCCC)=O (dibutyltin oxide), C(#N)C1=CC=C(C=O)C=C1 (4-cyanobenzaldehyde). Starting materials: CCN(c1ncccc1[N+](=O)[O-])C1CCN(Cc2ccccc2)CC1, CCO, O=[Pt]. The product is CCN(c1ncccc1N)C1CCN(Cc2ccccc2)CC1. Reaction SMILES: [CH2:1]([c:2]1[cH:3][cH:4][cH:5][cH:6][cH:7]1)[N:8]1[CH2:9][CH2:10][CH:11]([N:14]([c:15]2[n:16][cH:17][cH:18][cH:19][c:20]2[N+:21]([O-:22])=[O:23])[CH2:24][CH3:25])[CH2:12][CH2:13]1.[CH3:26][CH2:27][OH:28].[Pt:29]=[O:30]>>[CH2:1]([c:2]1[cH:3][cH:4][cH:5][cH:6][cH:7]1)[N:8]1[CH2:9][CH2:10][CH:11]([N:14]([c:15]2[n:16][cH:17][cH:18][cH:19][c:20]2[NH2:21])[CH2:24][CH3:25])[CH2:12][CH2:13]1.